From a dataset of the Open Reaction Database (ORD), a public repository of structured organic reaction records. describe an organic reaction: reactants, conditions, products, and yield Starting materials: CCSCC(=C1NCCCS1)[N+](=O)[O-], ClCCl, CC(C)=O, [O-][I+3]([O-])([O-])[O-], [Na+], O. Yields the product CCS(=O)CC(=C1NCCCS1)[N+](=O)[O-]. Reaction SMILES: [CH2:1]([CH3:2])[S:3][CH2:4][C:5]([N+:6](=[O:7])[O-:8])=[C:9]1[S:10][CH2:11][CH2:12][CH2:13][NH:14]1.[CH2:25]([Cl:26])[Cl:27].[CH3:15][C:16]([CH3:17])=[O:18].[I+3:19]([O-:20])([O-:21])([O-:22])[O-:23].[Na+:24].[OH2:28]>>[CH2:1]([CH3:2])[S:3]([CH2:4][C:5]([N+:6](=[O:7])[O-:8])=[C:9]1[S:10][CH2:11][CH2:12][CH2:13][NH:14]1)=[O:18]. The reactants are Cl.[NH+]1=CC=CC=C1 (pyridinium hydrochloride), FC(C(=O)OC(C(F)(F)F)=O)(F)F (trifluoroacetic anhydride), FC(CO)(F)F (2,2,2-trifluoroethanol), C(=O)=O (dry-ice), Cl.[NH+]1=CC=CC=C1 (pyridinium hydrochloride), FC(CO)(F)F (2,2,2-trifluoroethanol), FC(C(=O)OCC(F)(F)F)(F)F (trifluoroethyl trifluoroacetate). Product: FC(C(=O)[O-])(F)F.[NH+]1=CC=CC=C1 (pyridinium trifluoroacetate), Cl (HCl). As a reaction SMILES: C(=O)=O.[ClH:4].[NH+:5]1[CH:10]=[CH:9][CH:8]=[CH:7][CH:6]=1.FC(F)(F)CO.[F:17][C:18]([F:29])([F:28])[C:19]([O:21]C(=O)C(F)(F)F)=[O:20].FC(F)(F)C(OCC(F)(F)F)=O>>[F:17][C:18]([F:29])([F:28])[C:19]([O-:21])=[O:20].[NH+:5]1[CH:10]=[CH:9][CH:8]=[CH:7][CH:6]=1.[ClH:4] |f:1.2,6.7|. Reported procedure: A 250 ml three-neck flask fitted with KPG stirrer, dry-ice condenser and dropping funnel was charged with 23.11 g (0.2 mole) of pyridinium hydrochloride and 20.0 g (0.2 mole) of 2,2,2-trifluoroethanol. Subsequently, at an internal reaction temperature from 52° to 55° C., 42.01 g (0.2 mole) of trifluoroacetic anhydride were added dropwise over a period 3 hours. The yield of trifluoroethyl trifluoroacetate was 98% (GC). The resulting reaction solution was either used as catalyst mixture for experi... The reactants are CC1CCNCC1, Cc1ccccc1, N#CC(O)C1(c2ccc(Cl)c(Cl)c2)CCC1, O. The product is CC1CCN(C(C#N)C2(c3ccc(Cl)c(Cl)c3)CCC2)CC1. Reaction SMILES: [CH3:1][CH:2]1[CH2:3][CH2:4][NH:5][CH2:6][CH2:7]1.[CH3:24][c:25]1[cH:26][cH:27][cH:28][cH:29][cH:30]1.[Cl:8][c:9]1[cH:10][c:11]([C:16]2([CH:20]([C:21]#[N:22])[OH:23])[CH2:17][CH2:18][CH2:19]2)[cH:12][cH:13][c:14]1[Cl:15].[OH2:31]>>[CH3:1][CH:2]1[CH2:3][CH2:4][N:5]([CH:20]([C:16]2([c:11]3[cH:10][c:9]([Cl:8])[c:14]([Cl:15])[cH:13][cH:12]3)[CH2:17][CH2:18][CH2:19]2)[C:21]#[N:22])[CH2:6][CH2:7]1. Starting materials: [H-].[Al+3].[Li+].[H-].[H-].[H-] (Lithium aluminum hydride), CO (Methanol), ClC1=C(C(=O)O)C=CC(=N1)Cl (2,6-dichloronicotinic acid), N (ammonia). Run in O1CCCC1 (tetrahydrofuran). Product: ClC1=NC(=CC=C1CO)Cl (2,6-dichloro-3-hydroxymethylpyridine). Reaction SMILES: [H-].[Al+3].[Li+].[H-].[H-].[H-].[Cl:7][C:8]1[N:16]=[C:15]([Cl:17])[CH:14]=[CH:13][C:9]=1[C:10](O)=[O:11].N.CO>O1CCCC1>[Cl:7][C:8]1[C:9]([CH2:10][OH:11])=[CH:13][CH:14]=[C:15]([Cl:17])[N:16]=1 |f:0.1.2.3.4.5|. Reported procedure: Lithium aluminum hydride (1.78 g) was suspended in dry tetrahydrofuran (10 ml), and 2,6-dichloronicotinic acid was added under ice-cooling at an inside temperature of not more than 10° C. The mixture was stirred under ice-cooling for 1 hr and 28% aqueous ammonia was added dropwise to the reaction mixture until foams disappeared. Methanol was added and the mixture was stirred at room temperature for 3 hr, and filtered through celite. The mother liquor was concentrated and the residue was applied ... Reactants: FC(F)(Br)Br, CCCS, CN(C)C=O, Cc1ccc(O)cc1, [K]. Product: Cc1ccc(OC(F)(F)Br)cc1. RXN SMILES: [Br:14][C:15]([F:16])([F:17])[Br:18].[CH2:10]([SH:11])[CH2:12][CH3:13].[CH3:19][N:20]([CH3:21])[CH:22]=[O:23].[CH3:2][c:3]1[cH:4][cH:5][c:6]([OH:7])[cH:8][cH:9]1.[K:1]>>[CH3:2][c:3]1[cH:4][cH:5][c:6]([O:7][C:15]([Br:14])([F:16])[F:17])[cH:8][cH:9]1.